This data is from the Open Reaction Database (ORD), a public repository of structured organic reaction records. The task is: describe an organic reaction: reactants, conditions, products, and yield Starting materials: O[Li].O (LiOH.H2O), CC=1C(=NC(=NC1)NC=1C=NN(C1)C)CCC1=C(C=CC=C1)CC(=O)OC (methyl 2-(2-(2-(5-methyl-2-((1-methyl-1H-pyrazol-4-yl)amino)pyrimidin-4-yl)ethyl)phenyl)acetate). The solvent is O (H2O), C1CCOC1 (THF). Conditions: temperature 40 celsius. Yields the product CC=1C(=NC(=NC1)NC=1C=NN(C1)C)CCC1=C(C=CC=C1)CC(=O)O (2-(2-(2-(5-Methyl-2-((1-methyl-1H-pyrazol-4-yl)amino)pyrimidin-4-yl)ethyl)phenyl)acetic acid), solid. The yield is 75.0%. As a reaction SMILES: O[Li].O.[CH3:4][C:5]1[C:6]([CH2:18][CH2:19][C:20]2[CH:25]=[CH:24][CH:23]=[CH:22][C:21]=2[CH2:26][C:27]([O:29]C)=[O:28])=[N:7][C:8]([NH:11][C:12]2[CH:13]=[N:14][N:15]([CH3:17])[CH:16]=2)=[N:9][CH:10]=1>O.C1COCC1>[CH3:4][C:5]1[C:6]([CH2:18][CH2:19][C:20]2[CH:25]=[CH:24][CH:23]=[CH:22][C:21]=2[CH2:26][C:27]([OH:29])=[O:28])=[N:7][C:8]([NH:11][C:12]2[CH:13]=[N:14][N:15]([CH3:17])[CH:16]=2)=[N:9][CH:10]=1 |f:0.1|. Reported procedure: LiOH.H2O (0.534 g, 12.7 mmol) was added to a solution of methyl 2-(2-(2-(5-methyl-2-((1-methyl-1H-pyrazol-4-yl)amino)pyrimidin-4-yl)ethyl)phenyl)acetate (A116) (0.093 g, 0.25 mmol) in H2O (1 mL) and THF (10 mL) and the resulting mixture heated at 40° C. for 18 hours. The volatiles were removed in vacuo and the residue was diluted with EtOAc (100 mL), washed with aqueous 2 M HCl (50 mL), water (100 mL), brine (50 mL) and dried over MgSO4. The combined aqueous layers were additionally extracted wi... Starting materials: COCCOCOc1c(OC)cc(C=CC(=O)N2CCN(CCCOC(c3ccccc3)c3ccccc3)CC2)cc1OC, CO. The product is COc1cc(C=CC(=O)N2CCN(CCCOC(c3ccccc3)c3ccccc3)CC2)cc(OC)c1O. As a reaction SMILES: [CH3:1][O:2][c:3]1[cH:4][c:5]([CH:18]=[CH:19][C:20](=[O:21])[N:22]2[CH2:23][CH2:24][N:25]([CH2:28][CH2:29][CH2:30][O:31][CH:32]([c:33]3[cH:34][cH:35][cH:36][cH:37][cH:38]3)[c:39]3[cH:40][cH:41][cH:42][cH:43][cH:44]3)[CH2:26][CH2:27]2)[cH:6][c:7]([O:16][CH3:17])[c:8]1[O:9][CH2:10][O:11][CH2:12][CH2:13][O:14][CH3:15].[CH3:45][OH:46]>>[CH3:1][O:2][c:3]1[cH:4][c:5]([CH:18]=[CH:19][C:20](=[O:21])[N:22]2[CH2:23][CH2:24][N:25]([CH2:28][CH2:29][CH2:30][O:31][CH:32]([c:33]3[cH:34][cH:35][cH:36][cH:37][cH:38]3)[c:39]3[cH:40][cH:41][cH:42][cH:43][cH:44]3)[CH2:26][CH2:27]2)[cH:6][c:7]([O:16][CH3:17])[c:8]1[OH:9]. The reactants are COC=1C=C2C(NC=NC2=CC1OCCNCCOC)=O (6-methoxy-7-(2-(2-methoxyethylamino)ethoxy)-3,4-dihydroquinazolin-4-one), S(=O)(Cl)Cl (thionyl chloride). Solvent: CN(C)C=O (DMF). Yields the product ClC1=NC=NC2=CC(=C(C=C12)OC)OCCNCCOC (4-chloro-6-methoxy-7-(2-(2-methoxyethylamino)ethoxy)quinazoline). Yield: 38.0%. Reaction SMILES: [CH3:1][O:2][C:3]1[CH:4]=[C:5]2[C:10](=[CH:11][C:12]=1[O:13][CH2:14][CH2:15][NH:16][CH2:17][CH2:18][O:19][CH3:20])[N:9]=[CH:8][NH:7][C:6]2=O.S(Cl)([Cl:24])=O>CN(C=O)C>[Cl:24][C:6]1[C:5]2[C:10](=[CH:11][C:12]([O:13][CH2:14][CH2:15][NH:16][CH2:17][CH2:18][O:19][CH3:20])=[C:3]([O:2][CH3:1])[CH:4]=2)[N:9]=[CH:8][N:7]=1. Procedure: A mixture of 6-methoxy-7-(2-(2-methoxyethylamino)ethoxy)-3,4-dihydroquinazolin-4-one (300 mg, 1 mmol), thionyl chloride (5 ml) and DMF (0.1 ml) was heated at reflux for 45 minutes. Excess thionyl chloride was removed by evaporation and the residue azeotroped with toluene. The resulting gum was partitioned between aqueous sodium hydrogen carbonate solution and methylene chloride. The organic layer was separated and the aqueous layer extracted with methylene chloride (4×40 ml). The combined extrac... The reactants are C1(CCCCC1)C(C(=O)O)C1=CC=C(C=C1)OCC1=NC2=CC=CC=C2C=C1 (2-cyclohexyl-2-[4-(quinolin-2-yl-methoxy)phenyl]acetic acid), C1=C(C=CC2=CC=CC=C12)COC=1C=C(C=CC1)C(CCCC1=CC=CC=C1)ON=CC(=O)O ({[1-(3-[2-naphthylmethoxy]-phenyl)-4-phenylbutyl]oximino}acetic acid), N (NH3), C1(CCCC1)C(C(=O)O)C1=CC=C(C=C1)OCC1=NC2=CC=CC=C2C=C1 (2-cyclopentyl-2-[4-(quinolin-2-yl-methoxy)phenyl]acetic acid), C1(CCCCC1)C(C(=O)O)C1=CC=C(C=C1)OCC1=NC2=CC=CC=C2C=C1 (2-cyclohexyl-2-[4-(quinolin-2-yl-methoxy)phenyl]acetic acid). RXN SMILES: [CH:1]1([CH:7]([C:11]2[CH:16]=[CH:15][C:14]([O:17][CH2:18][C:19]3[CH:28]=[CH:27][C:26]4[C:21](=[CH:22][CH:23]=[CH:24][CH:25]=4)[N:20]=3)=[CH:13][CH:12]=2)[C:8](O)=[O:9])[CH2:6][CH2:5][CH2:4][CH2:3][CH2:2]1.C1(C(C2C=CC(OCC3C=CC4C(=CC=CC=4)N=3)=CC=2)C(O)=O)CCCC1.C1C2C(=CC=CC=2)C=CC=1COC1C=C(C([O:84][N:85]=[CH:86]C(O)=O)CCCC2C=CC=CC=2)C=CC=1.N>>[OH:84][N:85]([CH3:86])[C:8](=[O:9])[CH:7]([CH:1]1[CH2:2][CH2:3][CH2:4][CH2:5][CH2:6]1)[C:11]1[CH:16]=[CH:15][C:14]([O:17][CH2:18][C:19]2[CH:28]=[CH:27][C:26]3[C:21](=[CH:22][CH:23]=[CH:24][CH:25]=3)[N:20]=2)=[CH:13][CH:12]=1. Procedure: The desired material was prepared according to the procedures described in Example 4 substituting 2-cyclohexyl-2-[4-(quinolin-2-yl-methoxy)phenyl]acetic acid for 2-cyclopentyl-2-[4-(quinolin-2-yl-methoxy)phenyl]acetic acid and Example 6 substituting 2-cyclohexyl-2-[4-(quinolin-2-yl-methoxy)phenyl]acetic acid for {[1-(3-[2-naphthylmethoxy]-phenyl)-4-phenylbutyl]oximino}acetic acid. 1H NMR (DMSO-d6, 300 MHz) δ 0.7 (m, 1H), 1.0 (m, 1H), 1.15 (m, 4H), 1.55(m, 2H), 1.65 (m, 2H), 1.85 (m, 1H), 3.03 (s... The product is ON(C(C(C1=CC=C(C=C1)OCC1=NC2=CC=CC=C2C=C1)C1CCCCC1)=O)C (2-Cyclohexyl-2-[4-(quinolin-2-yl-methoxy)phenyl]acetic acid N-hydroxy-N-methyl-amide). The reactants are O=C([O-])O, CN(C)CCCCl, CC(C)O, Cl, O=[N+]([O-])c1ccc(N2CCNCC2)cc1, [Na+]. Yields the product CN(C)CCCN1CCN(c2ccc([N+](=O)[O-])cc2)CC1. As a reaction SMILES: [C:16](=[O:17])([O-:18])[OH:19].[CH3:22][N:23]([CH2:24][CH2:25][CH2:26][Cl:27])[CH3:28].[CH:29]([OH:30])([CH3:31])[CH3:32].[ClH:21].[N+:1](=[O:2])([O-:3])[c:4]1[cH:5][cH:6][c:7]([N:10]2[CH2:11][CH2:12][NH:13][CH2:14][CH2:15]2)[cH:8][cH:9]1.[Na+:20]>>[N+:1](=[O:2])([O-:3])[c:4]1[cH:5][cH:6][c:7]([N:10]2[CH2:11][CH2:12][N:13]([CH2:26][CH2:25][CH2:24][N:23]([CH3:22])[CH3:28])[CH2:14][CH2:15]2)[cH:8][cH:9]1. Starting materials: CC1(C(C1C=O)C(=O)OC(C)(C)C)C (tert.-butyl 2,2-dimethyl-3-formyl-cyclopropane-carboxylate), O(C1=CC=CC=C1)CC(=O)OCC (ethyl phenoxyacetate), C(C)O (ethanol), [Na] (sodium). The solvent is C1(=CC=CC=C1)C (toluene), O (water), C1(=CC=CC=C1)C (toluene). Conditions: temperature 20 celsius, time 16 hour. The product is CC1([C@@H]([C@H]1C=C(C(=O)OCC)OC1=CC=CC=C1)C(=O)OC(C)(C)C)C (tert.-butyl (1R,trans) 2,2-dimethyl-3-[2-phenoxy-2-ethoxycarbonyl-ethenyl]-cyclopropane-carboxylate). RXN SMILES: [CH3:1][C:2]1([CH3:14])[CH:4]([CH:5]=O)[CH:3]1[C:7]([O:9][C:10]([CH3:13])([CH3:12])[CH3:11])=[O:8].[O:15]([CH2:22][C:23]([O:25][CH2:26][CH3:27])=[O:24])[C:16]1[CH:21]=[CH:20][CH:19]=[CH:18][CH:17]=1.C(O)C.[Na]>O.C1(C)C=CC=CC=1>[CH3:1][C:2]1([CH3:14])[C@H:4]([CH:5]=[C:22]([O:15][C:16]2[CH:21]=[CH:20][CH:19]=[CH:18][CH:17]=2)[C:23]([O:25][CH2:26][CH3:27])=[O:24])[C@H:3]1[C:7]([O:9][C:10]([CH3:13])([CH3:12])[CH3:11])=[O:8] |^1:30|. Procedure details: 9.9 g of tert.-butyl 2,2-dimethyl-3-formyl-cyclopropane-carboxylate and 28 g of ethyl phenoxyacetate were added dropwise at 0° C. to a mixture of 0.05 ml of ethanol, 1.25 g of sodium in small pieces and 25 ml of toluene and the solution was stirred at 20° C. for 16 hours. 20 ml of toluene were added thereto and the mixture was stirred for 4 hours and was poured into iced water. The mixture was extracted with methylene chloride and the organic phase was evaporated to dryness under reduced pressur... Procedure: (S)-3-(6-Bromopyridin-3-yl)-2-(tert-butoxycarbonylamino)propanoic acid (1.72 g), N-ethylmorpholine (1.261 mL) and TBTU (2.4 g) were combined in DMF (5 mL) and the solution was stirred, at room temperature for 0.5 h then it was cooled to 0° C. Aqueous 880 ammonia (0.827 mL) was added and the mixture was allowed to reach RT overnight. The reaction mixture was diluted with ethyl acetate, washed with water then brine, dried over magnesium sulfate, filtered and concentrated in vacuo to give the sub-t... Run at time 0.5 hour. As a reaction SMILES: [Br:1][C:2]1[N:7]=[CH:6][C:5]([CH2:8][C@H:9]([NH:13][C:14]([O:16][C:17]([CH3:20])([CH3:19])[CH3:18])=[O:15])[C:10](O)=[O:11])=[CH:4][CH:3]=1.C([N:23]1CCOCC1)C.CN(C(ON1N=NC2C=CC=CC1=2)=[N+](C)C)C.[B-](F)(F)(F)F.N>CN(C=O)C.C(OCC)(=O)C>[NH2:23][C:10](=[O:11])[C@@H:9]([NH:13][C:14](=[O:15])[O:16][C:17]([CH3:20])([CH3:19])[CH3:18])[CH2:8][C:5]1[CH:6]=[N:7][C:2]([Br:1])=[CH:3][CH:4]=1 |f:2.3|. The reactants are BrC1=CC=C(C=N1)C[C@@H](C(=O)O)NC(=O)OC(C)(C)C ((S)-3-(6-Bromopyridin-3-yl)-2-(tert-butoxycarbonylamino)propanoic acid), N (ammonia), C(C)N1CCOCC1 (N-ethylmorpholine), CN(C)C(=[N+](C)C)ON1C2=C(C=CC=C2)N=N1.[B-](F)(F)(F)F (TBTU). The product is NC([C@H](CC=1C=NC(=CC1)Br)NC(OC(C)(C)C)=O)=O ((S)-tert-Butyl 1-amino-3-(6-bromopyridin-3-yl)-1-oxopropan-2-ylcarbamate). Solvent: CN(C)C=O (DMF), C(C)(=O)OCC (ethyl acetate). Starting materials: C(C)OC(=O)N1C[C@@H]2[C@H](CC1)OC1=C2C=CC=C1 (cis-2-ethoxycarbonyl-1,2,3,4,4a,9b-hexahydro-benzofuro[3,2-c]pyridine), [OH-].[Na+] (NaOH). Solvent: C(C)O (ethanol). The product is C1(=CC=CC=C1)[C@@]12[C@@H](CNCC1)C1=C(O2)C=CC=C1 (cis-1,2,3,4,4a,9b-Hexahydro-4a-phenyl-benzofuro[3,2-c]pyridine). Yield: 150.4%. RXN SMILES: C(OC([N:6]1[CH2:11][CH2:10][C@@H:9]2[O:12][C:13]3[CH:18]=[CH:17][CH:16]=[CH:15][C:14]=3[C@@H:8]2[CH2:7]1)=O)C.[OH-].[Na+]>C(O)C>[C:13]1([C@@:9]23[O:12][C:13]4[CH:18]=[CH:17][CH:16]=[CH:15][C:14]=4[C@@H:8]2[CH2:7][NH:6][CH2:11][CH2:10]3)[CH:18]=[CH:17][CH:16]=[CH:15][CH:14]=1 |f:1.2|. Reported procedure: To a solution of 3.56 g of cis-2-ethoxycarbonyl-1,2,3,4,4a,9b-hexahydro-benzofuro[3,2-c]pyridine in 42 ml of absolute ethanol was added 28 ml of 20% aqueous NaOH solution. The resulting mixture was heated at reflux under nitrogen for 32 hours. Most of the ethanol was removed in vacuo. The residue was diluted with 50 ml of water and extracted with methylene chloride (2×100 ml). There were initially some problems with emulsions. The combined extracts were dried over anhydrous Na2SO4 and evaporated... The reactants are CCC1=C[C@H]2C[C@]3([C@@H]1N(C2)CCC4=C3NC5=CC=CC=C45)C(=O)OC (catharanthine), CCC12C=CCN3[C@@H]1[C@@]4(CC3)C=5C=CC(=CC5N([C@H]4[C@]([C@@H]2OC(=O)C)(C(=O)OC)O)C)OC (vindoline). Yields the product CCC1=C[C@@H]2C[C@@](C3=C(CCN(C2)C1)C4=CC=CC=C4N3)(C5=C(C=C6C(=C5)[C@]78CCN9[C@H]7[C@@](C=CC9)([C@H]([C@@]([C@@H]8N6C)(C(=O)OC)O)OC(=O)C)CC)OC)C(=O)OC (AVLB). Reaction SMILES: [CH3:1][CH2:2][C:3]1[C@H:8]2[N:9]3[CH2:11][CH2:12][C:13]4[C:21]5[C:16](=[CH:17][CH:18]=[CH:19][CH:20]=5)[NH:15][C:14]=4[C@@:7]2([C:22]([O:24][CH3:25])=[O:23])[CH2:6][C@@H:5]([CH2:10]3)[CH:4]=1.[CH3:26][CH2:27][C:28]12[C@@H:46]([O:47][C:48]([CH3:50])=[O:49])[C@:45]([OH:55])([C:51]([O:53][CH3:54])=[O:52])[C@H:44]3[C@@:34]4([C:37]5[CH:38]=[CH:39][C:40]([O:57][CH3:58])=[CH:41][C:42]=5[N:43]3[CH3:56])[CH2:35][CH2:36][N:32]([C@@H:33]14)[CH2:31][CH:30]=[CH:29]2>>[CH3:1][CH2:2][C:3]1[CH2:8][N:9]2[CH2:10][C@@H:5]([CH2:6][C@:7]([C:22]([O:24][CH3:25])=[O:23])([C:39]3[CH:38]=[C:37]4[C@@:34]56[C@@H:44]([N:43]([CH3:56])[C:42]4=[CH:41][C:40]=3[O:57][CH3:58])[C@@:45]([OH:55])([C:51]([O:53][CH3:54])=[O:52])[C@H:46]([O:47][C:48]([CH3:50])=[O:49])[C@:28]3([CH2:27][CH3:26])[CH:29]=[CH:30][CH2:31][N:32]([C@H:33]53)[CH2:36][CH2:35]6)[C:14]3[NH:15][C:16]4[C:21](=[CH:20][CH:19]=[CH:18][CH:17]=4)[C:13]=3[CH2:12][CH2:11]2)[CH:4]=1. Procedure: In J. Am. Chem. Soc./98:22/Oct. 27, 1976, Langlois et al describe a process in which the monomers catharanthine and vindoline are coupled to form AVLB. The coupling is performed using a peracid to generate first the N-oxide of catharanthine, followed by Polonovski-type fragmentation of the N-oxide initiated with addition of trifluoroacetic anhydride to form a dimer. A reducing agent such as sodium borohydride is then added to generate AVLB which can be isolated e.g. chromatographically.